From a dataset of the Open Reaction Database (ORD), a public repository of structured organic reaction records. describe an organic reaction: reactants, conditions, products, and yield Reactants: ClC=1C=C(C=CC1SC=1N(C=CN1)C)NC1=C(C=NC2=CC(=C(C=C12)OC)F)C#N (4-[3-chloro-4-(1-methyl-1H-imidazol-2-ylsulfanyl)-phenylamino]-7-fluoro-6-methoxyquinoline-3-carbonitrile), CN(CCCN)C (N, N-dimethyl-1,3-propanediamine). Solvent: CN1C(CCC1)=O (1-methyl-2-pyrrolidinone). Product: ClC=1C=C(C=CC1SC=1N(C=CN1)C)NC1=C(C=NC2=CC(=C(C=C12)OC)NCCCN(C)C)C#N (4-[3-chloro-4-(1-methyl-1H-imidazol-2-ylsulfanyl)-phenylamino]-7-{[3-(dimethylamino)propyl]amino}-6-methoxyquinoline-3-carbonitrile). Yield: 55.8%. RXN SMILES: [Cl:1][C:2]1[CH:3]=[C:4]([NH:15][C:16]2[C:25]3[C:20](=[CH:21][C:22](F)=[C:23]([O:26][CH3:27])[CH:24]=3)[N:19]=[CH:18][C:17]=2[C:29]#[N:30])[CH:5]=[CH:6][C:7]=1[S:8][C:9]1[N:10]([CH3:14])[CH:11]=[CH:12][N:13]=1.[CH3:31][N:32]([CH3:37])[CH2:33][CH2:34][CH2:35][NH2:36]>CN1CCCC1=O>[Cl:1][C:2]1[CH:3]=[C:4]([NH:15][C:16]2[C:25]3[C:20](=[CH:21][C:22]([NH:36][CH2:35][CH2:34][CH2:33][N:32]([CH3:37])[CH3:31])=[C:23]([O:26][CH3:27])[CH:24]=3)[N:19]=[CH:18][C:17]=2[C:29]#[N:30])[CH:5]=[CH:6][C:7]=1[S:8][C:9]1[N:10]([CH3:14])[CH:11]=[CH:12][N:13]=1. Procedure: Following the procedure used to prepare Example 27, 150 mg (0.34 mmol) of 4-[3-chloro-4-(1-methyl-1H-imidazol-2-ylsulfanyl)-phenylamino]-7-fluoro-6-methoxyquinoline-3-carbonitrile is reacted with 209 mg (2.05 mmol) of N, N-dimethyl-1,3-propanediamine in 1 mL of 1-methyl-2-pyrrolidinone at 105° C. for 16 hours to yield 99 mg of 4-[3-chloro-4-(1-methyl-1H-imidazol-2-ylsulfanyl)-phenylamino]-7-{[3-(dimethylamino)propyl]amino}-6-methoxyquinoline-3-carbonitrile as a tan solid, mp 198-200° C. Reactants: ClC=1C=CC=C2C(=CNC12)C1CCNCC1 (7-chloro-3-(piperidin-4-yl)-1H-indole), BrCCC(=O)N1CC2=CC=CC=C2CC1 (3-bromo-1-(3,4-dihydro-1H-isoquinolin-2-yl)propan-1-one). Product: Cl.ClC=1C=CC=C2C(=CNC12)C1CCN(CC1)CCC(=O)N1CC2=CC=CC=C2CC1 (7-Chloro-3-{1-[3-(3,4-dihydro-1H-isoquinolin-2-yl)-3-oxopropan-1-yl]piperidin-4-yl}-1H-indole, hydrochloride). Reaction SMILES: [Cl:1][C:2]1[CH:3]=[CH:4][CH:5]=[C:6]2[C:10]=1[NH:9][CH:8]=[C:7]2[CH:11]1[CH2:16][CH2:15][NH:14][CH2:13][CH2:12]1.Br[CH2:18][CH2:19][C:20]([N:22]1[CH2:31][CH2:30][C:29]2[C:24](=[CH:25][CH:26]=[CH:27][CH:28]=2)[CH2:23]1)=[O:21]>>[ClH:1].[Cl:1][C:2]1[CH:3]=[CH:4][CH:5]=[C:6]2[C:10]=1[NH:9][CH:8]=[C:7]2[CH:11]1[CH2:16][CH2:15][N:14]([CH2:18][CH2:19][C:20]([N:22]2[CH2:31][CH2:30][C:29]3[C:24](=[CH:25][CH:26]=[CH:27][CH:28]=3)[CH2:23]2)=[O:21])[CH2:13][CH2:12]1 |f:2.3|. Procedure details: from 7-chloro-3-(piperidin-4-yl)-1H-indole and 3-bromo-1-(3,4-dihydro-1H-isoquinolin-2-yl)propan-1-one. 1H NMR (DMSO-d6): 2.05-2.25 (m, 4H); 2.80 (t, 0.8H); 2.95 (t, 1.2H); 3.00-3.20 (m, 5H); 3.30-3.45 (m, 2H); 3.55-3.65 (m, 2H); 3.65-3.75 (m, 2H); 4.65 (s, 1.2H); 4.75 (s, 0.8H); 7.00 (t, 1H); 7.15-7.25 (m, 6H); 7.70 (d, 1H); 10.70 (broad s, 1H); 11.30 (s, 1H). MS m/z: 422 (MH+), 247. The reactants are C1(CC1)NC=1C2=C(N=CN1)C(=CS2)C(=O)O (4-(Cyclopropylamino)thieno[3,2-d]pyrimidine-7-carboxylic acid), NC=1C=C(C=CC1C)NC(OC(C)(C)C)=O (t-Butyl 3-amino-4-methylphenylcarbamate), CCN=C=NCCCN(C)C (EDCI), C=1C=CC2=C(C1)N=NN2O (HOBT), TEA. Run in O (water), CN(C)C=O (DMF). Run at time 24 hour. The product is C1(CC1)NC=1C2=C(N=CN1)C(=CS2)C(=O)NC=2C=C(C=CC2C)NC(OC(C)(C)C)=O (t-Butyl 3-(4-(cyclopropylamino)thieno[3,2-d]pyrimidine-7-carboxamido)-4-methylphenylcarbamate). RXN SMILES: [CH:1]1([NH:4][C:5]2[C:6]3[S:13][CH:12]=[C:11]([C:14]([OH:16])=O)[C:7]=3[N:8]=[CH:9][N:10]=2)[CH2:3][CH2:2]1.[NH2:17][C:18]1[CH:19]=[C:20]([NH:25][C:26](=[O:32])[O:27][C:28]([CH3:31])([CH3:30])[CH3:29])[CH:21]=[CH:22][C:23]=1[CH3:24].CCN=C=NCCCN(C)C.C1C=CC2N(O)N=NC=2C=1>CN(C=O)C.O>[CH:1]1([NH:4][C:5]2[C:6]3[S:13][CH:12]=[C:11]([C:14]([NH:17][C:18]4[CH:19]=[C:20]([NH:25][C:26](=[O:32])[O:27][C:28]([CH3:30])([CH3:29])[CH3:31])[CH:21]=[CH:22][C:23]=4[CH3:24])=[O:16])[C:7]=3[N:8]=[CH:9][N:10]=2)[CH2:2][CH2:3]1. Reported procedure: 4-(Cyclopropylamino)thieno[3,2-d]pyrimidine-7-carboxylic acid (5.3 g, 22.49 mmol) obtained in Step 3 of Preparation Example 4 was dissolved in DMF (60 mL). t-Butyl 3-amino-4-methylphenylcarbamate (6 g, 26.99 mmol) obtained in Step 2 of Preparation Example 9, EDCI (6.5 g, 33.74 mmol), HOBT (6.1 g, 44.98 mmol) and TEA (4.7 mL, 33.74 mmol) were sequentially added to the reaction mixture, which was stirred at room temperature for 24 hours. After the reaction was completed water (120 mL) was added th... Starting materials: NOCCO, CC(=O)c1cnc2nnn(Cc3ccc4ncccc4c3)c2n1. Yields the product CC(=NOCCO)c1cnc2nnn(Cc3ccc4ncccc4c3)c2n1. As a reaction SMILES: [NH2:24][O:25][CH2:26][CH2:27][OH:28].[n:1]1[cH:2][cH:3][cH:4][c:5]2[cH:6][c:7]([CH2:11][n:12]3[n:13][n:14][c:15]4[c:16]3[n:17][c:18]([C:21]([CH3:22])=[O:23])[cH:19][n:20]4)[cH:8][cH:9][c:10]12>>[n:1]1[cH:2][cH:3][cH:4][c:5]2[cH:6][c:7]([CH2:11][n:12]3[n:13][n:14][c:15]4[c:16]3[n:17][c:18]([C:21]([CH3:22])=[N:24][O:25][CH2:26][CH2:27][OH:28])[cH:19][n:20]4)[cH:8][cH:9][c:10]12. Starting materials: CS(=O)(=O)OCC(F)(F)F, Cl, [H-], [Na+], O, N#Cc1ccc(O)cc1. Product: N#Cc1ccc(OCC(F)(F)F)cc1. As a reaction SMILES: [CH3:12][S:13]([O:14][CH2:17][C:18]([F:19])([F:20])[F:21])(=[O:15])=[O:16].[ClH:23].[H-:10].[Na+:11].[OH2:22].[OH:1][c:2]1[cH:3][cH:4][c:5]([C:8]#[N:9])[cH:6][cH:7]1>>[O:1]([c:2]1[cH:3][cH:4][c:5]([C:8]#[N:9])[cH:6][cH:7]1)[CH2:17][C:18]([F:19])([F:20])[F:21]. Reactants: NC(=O)C(c1ccc(Cl)cc1)c1ncc(C(F)(F)F)cc1Cl, CO, Cl. The product is COC(=O)C(c1ccc(Cl)cc1)c1ncc(C(F)(F)F)cc1Cl. Reaction SMILES: [C:2]([NH2:3])(=[O:4])[CH:5]([c:6]1[cH:7][cH:8][c:9]([Cl:12])[cH:10][cH:11]1)[c:13]1[n:14][cH:15][c:16]([C:20]([F:21])([F:22])[F:23])[cH:17][c:18]1[Cl:19].[CH3:24][OH:25].[ClH:1]>>[C:2](=[O:4])([CH:5]([c:6]1[cH:7][cH:8][c:9]([Cl:12])[cH:10][cH:11]1)[c:13]1[n:14][cH:15][c:16]([C:20]([F:21])([F:22])[F:23])[cH:17][c:18]1[Cl:19])[O:25][CH3:24]. Reactants: C1CCOC1, Cl, Nc1cc([N+](=O)[O-])ccc1C(=O)O, O. The product is Nc1cc([N+](=O)[O-])ccc1CO. RXN SMILES: [CH2:16]1[O:17][CH2:18][CH2:19][CH2:20]1.[ClH:15].[NH2:1][c:2]1[c:3]([C:4](=[O:5])[OH:6])[cH:7][cH:8][c:9]([N+:11](=[O:12])[O-:13])[cH:10]1.[OH2:14]>>[NH2:1][c:2]1[c:3]([CH2:4][OH:5])[cH:7][cH:8][c:9]([N+:11](=[O:12])[O-:13])[cH:10]1.